Dataset: the Open Reaction Database (ORD), a public repository of structured organic reaction records. Task: describe an organic reaction: reactants, conditions, products, and yield The reactants are CC(=CCCC(=C)C=C)C (myrcene), C1(=CC=CC=C1)[SiH2]C1=CC=CC=C1 (diphenylsilane), tetraethylammonium μ-hydridebis(pentacarbonylmolybdenum), C1(=CC=CC=C1)[SiH](C1=CC=CC=C1)CC(CCC=C(C)C)=CC (6-(diphenylsilyl)methyl-2-methyl-2,6-octadiene). Reaction conditions: temperature 100 celsius. Yields the product C1(=CC=CC=C1)[SiH](CC=C(CCC=C(C)C)C)C1=CC=CC=C1 (8-diphenylsilyl-2,6-dimethyl-2,6-octadiene). The yield is 95.0%. RXN SMILES: [CH3:1][C:2]([CH3:10])=[CH:3][CH2:4][CH2:5][C:6]([CH:8]=[CH2:9])=[CH2:7].[C:11]1([SiH2:17][C:18]2[CH:23]=[CH:22][CH:21]=[CH:20][CH:19]=2)[CH:16]=[CH:15][CH:14]=[CH:13][CH:12]=1.C1([SiH](CC(=CC)CCC=C(C)C)C2C=CC=CC=2)C=CC=CC=1>>[C:18]1([SiH:17]([C:11]2[CH:12]=[CH:13][CH:14]=[CH:15][CH:16]=2)[CH2:9][CH:8]=[C:6]([CH3:7])[CH2:5][CH2:4][CH:3]=[C:2]([CH3:10])[CH3:1])[CH:19]=[CH:20][CH:21]=[CH:22][CH:23]=1. Procedure details: A mixture of 0.170 ml (1.0 mmol) of myrcene, 0.186 ml (1.2 mmol) of diphenylsilane, and 6.0 mg (0.01 mmol) of tetraethylammonium μ-hydridebis(pentacarbonylmolybdenum) was heated in a sealed tube at 100° C. for 24 hours while being stirred. GLC analysis of the reaction mixture revealed that 6-(diphenylsilyl)methyl-2-methyl-2,6-octadiene and 8-diphenylsilyl-2,6-dimethyl-2,6-octadiene were produced at a ratio of about 75:25 in a total yield of 95%. 6-(Diphenylsilyl)methyl-2-methyl-2,6-octadiene: Reactants: NC(C#N)(CN1N=C2C(=N1)C=C(C=C2C)Cl)C (2-amino-3-(6-chloro-4-methyl-2H-benzotriazol-2-yl)-2-methylpropionitrile), FC(C1=CC=C(C(=S)Cl)C=C1)(F)F (4-trifluoromethylthiobenzoyl chloride). Yields the product ClC=1C=C(C=2C(=NN(N2)CC(C)(C#N)NC(C2=CC=C(C=C2)C(F)(F)F)=S)C1)C (N-[2-(6-Chloro-4-methyl-2H-benzotriazol-2-yl)-1-cyano-1-methylethyl]-4-trifluoromethylthiobenzamide), solid. Isolated yield 64.0%. As a reaction SMILES: [NH2:1][C:2]([CH3:17])([CH2:5][N:6]1[N:10]=[C:9]2[CH:11]=[C:12]([Cl:16])[CH:13]=[C:14]([CH3:15])[C:8]2=[N:7]1)[C:3]#[N:4].[F:18][C:19]([F:30])([F:29])[C:20]1[CH:28]=[CH:27][C:23]([C:24](Cl)=[S:25])=[CH:22][CH:21]=1>>[Cl:16][C:12]1[CH:13]=[C:14]([CH3:15])[C:8]2[C:9]([CH:11]=1)=[N:10][N:6]([CH2:5][C:2]([NH:1][C:24](=[S:25])[C:23]1[CH:22]=[CH:21][C:20]([C:19]([F:18])([F:29])[F:30])=[CH:28][CH:27]=1)([C:3]#[N:4])[CH3:17])[N:7]=2. Procedure: Using a procedure similar to that described in Example 1, except using 2-amino-3-(6-chloro-4-methyl-2H-benzotriazol-2-yl)-2-methylpropionitrile, described in Example 27, and 4-trifluoromethylthiobenzoyl chloride, the title compound was isolated as a white solid (233 mg, 64%). MS (ES): M/Z [M+H]=454. NMR: (400 MHz, DMSO-d6): 1.74 (s, 3H), 2.47 (s, 3H), 5.44 (dd, J=57.5, 13.3 Hz, 2H), 7.27 (s, 1H), 7.79-7.99 (m, 5H) and 8.92 (s, 1H). 19F NMR (376 MHz, DMSO-d6): −42.01 (s, 3F). Reactants: [N+](=O)([O-])C=1C=C(C=CC1NC1CCNCC1)S(=O)(=O)N (3-nitro-4-(piperidin-4-ylamino)benzenesulfonamide), BrCCCO[Si](C)(C)C(C)(C)C ((3-bromopropoxy)(tert-butyl)dimethylsilane), C([O-])([O-])=O.[Cs+].[Cs+] (cesium carbonate). Run in CN(C=O)C (N,N-dimethylformamide), C(C)(=O)OCC (ethyl acetate). Reaction conditions: temperature 70 celsius. Yields the product [Si](C)(C)(C(C)(C)C)OCCCN1CCC(CC1)NC1=C(C=C(C=C1)S(=O)(=O)N)[N+](=O)[O-] (4-(1-(3-(tert-butyldimethylsilyloxy)propyl)piperidin-4-ylamino)-3-nitrobenzenesulfonamide). RXN SMILES: [N+:1]([C:4]1[CH:5]=[C:6]([S:17]([NH2:20])(=[O:19])=[O:18])[CH:7]=[CH:8][C:9]=1[NH:10][CH:11]1[CH2:16][CH2:15][NH:14][CH2:13][CH2:12]1)([O-:3])=[O:2].Br[CH2:22][CH2:23][CH2:24][O:25][Si:26]([C:29]([CH3:32])([CH3:31])[CH3:30])([CH3:28])[CH3:27].C(=O)([O-])[O-].[Cs+].[Cs+]>CN(C)C=O.C(OCC)(=O)C>[Si:26]([O:25][CH2:24][CH2:23][CH2:22][N:14]1[CH2:15][CH2:16][CH:11]([NH:10][C:9]2[CH:8]=[CH:7][C:6]([S:17]([NH2:20])(=[O:18])=[O:19])=[CH:5][C:4]=2[N+:1]([O-:3])=[O:2])[CH2:12][CH2:13]1)([C:29]([CH3:30])([CH3:31])[CH3:32])([CH3:28])[CH3:27] |f:2.3.4|. Procedure details: A mixture of EXAMPLE 157B (300 mg), (3-bromopropoxy)(tert-butyl)dimethylsilane (304 mg) and cesium carbonate (967 mg) was suspended in anhydrous N,N-dimethylformamide (5 mL). The reaction mixture was heated at 70° C. overnight. The reaction mixture was cooled to room temperature and diluted with ethyl acetate. The organic phase was washed with water, brine, dried over anhydrous sodium sulfate, and concentrated. The crude material was purified using flash column purification with 3-10% methanol/d... Reactants: CCO, O=C(O)CN(CP(=S)(NC1CCCCC1)NC1CCCCC1)C(=O)C(F)(F)F. The product is O=C(O)CNCP(=S)(NC1CCCCC1)NC1CCCCC1. As a reaction SMILES: [CH3:29][CH2:30][OH:31].[F:1][C:2]([F:3])([F:4])[C:27]([N:5]([CH2:6][C:7](=[O:8])[OH:9])[CH2:10][P:11](=[S:12])([NH:13][CH:14]1[CH2:15][CH2:16][CH2:17][CH2:18][CH2:19]1)[NH:20][CH:21]1[CH2:22][CH2:23][CH2:24][CH2:25][CH2:26]1)=[O:28]>>[NH:5]([CH2:6][C:7](=[O:8])[OH:9])[CH2:10][P:11](=[S:12])([NH:13][CH:14]1[CH2:15][CH2:16][CH2:17][CH2:18][CH2:19]1)[NH:20][CH:21]1[CH2:22][CH2:23][CH2:24][CH2:25][CH2:26]1. Reactants: CN(C)C=O, CO, N#C[K], CC(=O)NCC1CN(c2ccc(N3CCC4(CC3)CO4)c(F)c2)C(=O)O1. Yields the product CC(=O)NCC1CN(c2ccc(N3CCC(O)(CC#N)CC3)c(F)c2)C(=O)O1. Reaction SMILES: [CH3:30][N:31]([CH3:32])[CH:33]=[O:34].[CH3:35][OH:36].[K:27][C:28]#[N:29].[O:1]1[CH2:2][C:3]12[CH2:4][CH2:5][N:6]([c:9]1[c:10]([F:26])[cH:11][c:12]([N:15]3[C:16](=[O:25])[O:17][CH:18]([CH2:20][NH:21][C:22]([CH3:23])=[O:24])[CH2:19]3)[cH:13][cH:14]1)[CH2:7][CH2:8]2>>[OH:1][C:3]1([CH2:2][C:28]#[N:29])[CH2:4][CH2:5][N:6]([c:9]2[c:10]([F:26])[cH:11][c:12]([N:15]3[C:16](=[O:25])[O:17][CH:18]([CH2:20][NH:21][C:22]([CH3:23])=[O:24])[CH2:19]3)[cH:13][cH:14]2)[CH2:7][CH2:8]1. Reactants: C1CCOC1, CCOC(C)=O, C[Si](C)(C)OC1=CC(c2ccc(Cl)nc2)CC1, Cl, [Na+], O=C([O-])O. Yields the product O=C1CCC(c2ccc(Cl)nc2)C1. Reaction SMILES: [CH2:19]1[O:20][CH2:21][CH2:22][CH2:23]1.[CH3:24][CH2:25][O:26][C:27]([CH3:28])=[O:29].[Cl:1][c:2]1[n:3][cH:4][c:5]([CH:8]2[CH:9]=[C:10]([O:13][Si:14]([CH3:15])([CH3:16])[CH3:17])[CH2:11][CH2:12]2)[cH:6][cH:7]1.[ClH:18].[Na+:34].[O-:30][C:31]([OH:32])=[O:33]>>[Cl:1][c:2]1[n:3][cH:4][c:5]([CH:8]2[CH2:9][C:10](=[O:13])[CH2:11][CH2:12]2)[cH:6][cH:7]1.